Dataset: the Open Reaction Database (ORD), a public repository of structured organic reaction records. Task: describe an organic reaction: reactants, conditions, products, and yield The reactants are C(N)(OC)=O (Methyl carbamate), ClC1=CC=C(C=C1)S(=O)(=O)N=C=O (4-chlorobenzenesulfonyl isocyanate). Solvent: C1(=CC=CC=C1)C (toluene). Yields the product ClC1=CC=C(C=C1)S(=O)(=O)NC(=O)NC(=O)OC (1-(4'-chlorobenzenesulfonyl)-3-methoxycarbonyl urea). Isolated yield 95.3%. Reaction SMILES: [C:1](=[O:5])([O:3][CH3:4])[NH2:2].[Cl:6][C:7]1[CH:12]=[CH:11][C:10]([S:13]([N:16]=[C:17]=[O:18])(=[O:15])=[O:14])=[CH:9][CH:8]=1>C1(C)C=CC=CC=1>[Cl:6][C:7]1[CH:8]=[CH:9][C:10]([S:13]([NH:16][C:17]([NH:2][C:1]([O:3][CH3:4])=[O:5])=[O:18])(=[O:14])=[O:15])=[CH:11][CH:12]=1. Procedure: Methyl carbamate (43.0 grams, 0.57 moles) was stirred in 500 milliliters of dry toluene. 4-chlorobenzenesulfonyl isocyanate (125 grams, 0.57 moles) was added dropwise. An exothermic reaction occurred. The reaction mixture was kept at 80° C. for 11/2hours. It was then cooled and the percipitate removed by filtration. The filtered material was washed with toluene and dried. There was obtained 159 grams of the title product, m.p. 174°-175° C. The reactants are ClC1=NC=C(C=N1)C1=CC=C(C=C1)C(F)(F)F (2-chloro-5-(4-trifluoromethylphenyl)pyrimidine), C(C)(C)N1CCNCC1 (1-isopropylpiperazine). The product is Cl.C(C)(C)N1CCN(CC1)C1=NC=C(C=N1)C1=CC=C(C=C1)C(F)(F)F (2-(4-Isopropylpiperazin-1-yl)-5-(4-trifluoromethylphenyl)pyrimidine, hydrochloride). RXN SMILES: [Cl:1][C:2]1[N:7]=[CH:6][C:5]([C:8]2[CH:13]=[CH:12][C:11]([C:14]([F:17])([F:16])[F:15])=[CH:10][CH:9]=2)=[CH:4][N:3]=1.[CH:18]([N:21]1[CH2:26][CH2:25][NH:24][CH2:23][CH2:22]1)([CH3:20])[CH3:19]>>[ClH:1].[CH:18]([N:21]1[CH2:26][CH2:25][N:24]([C:2]2[N:7]=[CH:6][C:5]([C:8]3[CH:13]=[CH:12][C:11]([C:14]([F:17])([F:16])[F:15])=[CH:10][CH:9]=3)=[CH:4][N:3]=2)[CH2:23][CH2:22]1)([CH3:20])[CH3:19] |f:2.3|. Procedure: The title compound was prepared by a similar procedure to that described in Example 1, starting from 2-chloro-5-(4-trifluoromethylphenyl)pyrimidine and 1-isopropylpiperazine. Starting materials: CN(C(C1=CC(=C(C=C1)N1C(=NC=C1)C1=CSC=C1)[N+](=O)[O-])=O)C (N,N-dimethyl-3-nitro-4-[2-(3-thienyl)-1H-imidazol-1-yl]benzamide), C(C)(=O)O (acetic acid), N (ammonia), [O-]S(=O)(=S)[O-].[Na+].[Na+] (sodium hyposulfite). The solvent is O (water), O1CCCC1 (Tetrahydrofuran), C(C)(=O)OCC (ethyl acetate). Conditions: time 3.3 hour. Yields the product NC=1C=C(C(=O)N(C)C)C=CC1N1C(=NC=C1)C1=CSC=C1 (3-Amino-N,N-dimethyl-4-[2-(3-thienyl)-1H-imidazol-1-yl]-benzamide). RXN SMILES: [CH3:1][N:2]([CH3:24])[C:3](=[O:23])[C:4]1[CH:9]=[CH:8][C:7]([N:10]2[CH:14]=[CH:13][N:12]=[C:11]2[C:15]2[CH:19]=[CH:18][S:17][CH:16]=2)=[C:6]([N+:20]([O-])=O)[CH:5]=1.C(O)(=O)C.[O-]S([O-])(=S)=O.[Na+].[Na+].N>O1CCCC1.C(OCC)(=O)C.O>[NH2:20][C:6]1[CH:5]=[C:4]([CH:9]=[CH:8][C:7]=1[N:10]1[CH:14]=[CH:13][N:12]=[C:11]1[C:15]1[CH:19]=[CH:18][S:17][CH:16]=1)[C:3]([N:2]([CH3:24])[CH3:1])=[O:23] |f:2.3.4|. Procedure details: To 1.60 g of N,N-dimethyl-3-nitro-4-[2-(3-thienyl)-1H-imidazol-1-yl]benzamide, 5.8 mL of acetic acid and 5.8 mL of water were added, and dissolved under heating. To the solution 3.25 g of 85% sodium hyposulfite was added little by little, followed by 3.3 hours' heating under reflux. The reaction liquid was cooled with ice, to which ethyl acetate was added, and then 25% aqueous ammonia was added little by little to render the same weakly alkaline. Tetrahydrofuran was added and whereby separated o... Reactants: C(C(C)C)(=O)O[C@H]1[C@@H](OC([C@H](COC([C@@H]1C\C=C\CCCC)=O)NC(C1=NC=CC(=C1O)OC)=O)=O)C ((3S,6S,7R,8R)-8-((E)-hept-2-enyl)-3-(3-hydroxy-4-methoxypicolinamido)-6-methyl-4,9-dioxo-1,5-dioxonan-7-yl isobutyrate). Reagents/catalysts: [Pd] (Pd/C). The solvent is CCOC(=O)C (EtOAc). Yields the product C(C(C)C)(=O)O[C@H]1[C@@H](OC([C@H](COC([C@@H]1CCCCCCC)=O)NC(C1=NC=CC(=C1O)OC)=O)=O)C ((3S,6S,7R,8R)-8-heptyl-3-(3-hydroxy-4-methoxypicolinamido)-6-methyl-4,9-dioxo-1,5-dioxonan-7-yl isobutyrate). Yield: 100.0%. RXN SMILES: [C:1]([O:6][C@@H:7]1[C@@H:15]([CH2:16]/[CH:17]=[CH:18]/[CH2:19][CH2:20][CH2:21][CH3:22])[C:14](=[O:23])[O:13][CH2:12][C@H:11]([NH:24][C:25](=[O:35])[C:26]2[C:31]([OH:32])=[C:30]([O:33][CH3:34])[CH:29]=[CH:28][N:27]=2)[C:10](=[O:36])[O:9][C@H:8]1[CH3:37])(=[O:5])[CH:2]([CH3:4])[CH3:3]>CCOC(C)=O.[Pd]>[C:1]([O:6][C@@H:7]1[C@@H:15]([CH2:16][CH2:17][CH2:18][CH2:19][CH2:20][CH2:21][CH3:22])[C:14](=[O:23])[O:13][CH2:12][C@H:11]([NH:24][C:25](=[O:35])[C:26]2[C:31]([OH:32])=[C:30]([O:33][CH3:34])[CH:29]=[CH:28][N:27]=2)[C:10](=[O:36])[O:9][C@H:8]1[CH3:37])(=[O:5])[CH:2]([CH3:4])[CH3:3]. Procedure details: (3S,6S,7R,8R)-8-((E)-hept-2-enyl)-3-(3-hydroxy-4-methoxypicolinamido)-6-methyl-4,9-dioxo-1,5-dioxonan-7-yl isobutyrate (163 mg, 0.31 mmol) was dissolved in EtOAc (15 mL) and passed through an H-Cube® Continuous Flow hydrogenator equipped with a 10% Pd/C cartridge (full H2, 80° C., 1 mL/min flow rate). The resulting solution was concentrated in vacuo to give the title compound (162 mg, 99%) as a white solid: mp 131-134° C.; IR (neat) 3341, 1739, 1654, 1141 cm−1; 1H NMR (400 MHz, CDCl3) δ 11.81 (s...